The task is: describe an organic reaction: reactants, conditions, products, and yield. This data is from the Open Reaction Database (ORD), a public repository of structured organic reaction records. Starting materials: COc1cc2ncnc(Oc3ccc(N)cc3)c2cc1OC, COc1ccc(N=C=O)cc1, Cc1ccccc1. Yields the product COc1ccc(NC(=O)Nc2ccc(Oc3ncnc4cc(OC)c(OC)cc34)cc2)cc1. As a reaction SMILES: [CH3:1][O:2][c:3]1[cH:4][c:5]2[c:6]([O:15][c:16]3[cH:17][cH:18][c:19]([NH2:22])[cH:20][cH:21]3)[n:7][cH:8][n:9][c:10]2[cH:11][c:12]1[O:13][CH3:14].[CH3:23][O:24][c:25]1[cH:26][cH:27][c:28]([N:31]=[C:32]=[O:33])[cH:29][cH:30]1.[CH3:34][c:35]1[cH:36][cH:37][cH:38][cH:39][cH:40]1>>[CH3:1][O:2][c:3]1[cH:4][c:5]2[c:6]([O:15][c:16]3[cH:17][cH:18][c:19]([NH:22][C:32]([NH:31][c:28]4[cH:27][cH:26][c:25]([O:24][CH3:23])[cH:30][cH:29]4)=[O:33])[cH:20][cH:21]3)[n:7][cH:8][n:9][c:10]2[cH:11][c:12]1[O:13][CH3:14].